From a dataset of the Open Reaction Database (ORD), a public repository of structured organic reaction records. describe an organic reaction: reactants, conditions, products, and yield Solvent: CN(C=O)C (N,N-dimethylformamide), C(C)N(CC)CC (triethylamine). RXN SMILES: [Cl:1][C:2]1[CH:7]=[C:6](Cl)[CH:5]=[CH:4][C:3]=1[C:9]([F:12])([F:11])[F:10].C1(P(C2C=CC=CC=2)C2C=CC=CC=2)C=CC=CC=1.[Cl-].[I-].[Na+].[C:35]([O:39][CH2:40][CH3:41])(=[O:38])[CH:36]=[CH2:37]>CN(C)C=O.[Ni](Br)Br.C(N(CC)CC)C>[Cl:1][C:2]1[CH:7]=[C:6]([CH:5]=[CH:4][C:3]=1[C:9]([F:12])([F:11])[F:10])[CH:37]=[CH:36][C:35]([O:39][CH2:40][CH3:41])=[O:38] |f:3.4|. Reagents/catalysts: [Ni](Br)Br (nickel(II) bromide). The yield is 24.7%. Reported procedure: A suspension of 3.5 g of 2,4-dichlorobenzotrifluoride, 1.28 g of triphenylphosphine, 865 mg of paradium(II) chloride, 2.68 g of sodium iodide, 712 mg of nickel(II) bromide, 4.94 g of triethylamine, and 1.79 g of ethyl acrylate in 16 ml of N,N-dimethylformamide was heated at 140° C. for over night in a sealed tube. The reaction mixture was filtrated off, and the filtrate was concentrated under a reduced pressure. The residue was extracted with ethyl acetate, the extract was washed with water, dri... Conditions: temperature 140 celsius. Reactants: ClC1=C(C=CC(=C1)Cl)C(F)(F)F (2,4-dichlorobenzotrifluoride), C1(=CC=CC=C1)P(C1=CC=CC=C1)C1=CC=CC=C1 (triphenylphosphine), [Cl-] (chloride), [I-].[Na+] (sodium iodide), C(C=C)(=O)OCC (ethyl acrylate). Product: ClC=1C=C(C=CC(=O)OCC)C=CC1C(F)(F)F (ethyl 3-chloro-4-trifluoromethylcinnamate). Reactants: C1(=CC=CC=C1)S(=O)(=O)C(C(Cl)(Cl)Cl)NC(=O)C=1SC=CC1 (N(1-Phenylsulfonyl-2,2,2-trichloroethyl)thiophene-2-carboxamide), C(C1=CC=CC=C1)N (benzylamine). Run in O1CCCC1 (tetrahydrofuran). Run at time 8 hour. The product is C1(=CC=CC=C1)S(=O)(=O)C=1N=C(OC1NCC1=CC=CC=C1)C=1SC=CC1 ((4-phenylsulfonyl-2-thiophen-2-yl-oxazol-5-yl)benzylamine). RXN SMILES: [C:1]1([S:7]([CH:10]([NH:15][C:16]([C:18]2[S:19][CH:20]=[CH:21][CH:22]=2)=[O:17])[C:11](Cl)(Cl)Cl)(=[O:9])=[O:8])[CH:6]=[CH:5][CH:4]=[CH:3][CH:2]=1.[CH2:23]([NH2:30])[C:24]1[CH:29]=[CH:28][CH:27]=[CH:26][CH:25]=1>O1CCCC1>[C:1]1([S:7]([C:10]2[N:15]=[C:16]([C:18]3[S:19][CH:20]=[CH:21][CH:22]=3)[O:17][C:11]=2[NH:30][CH2:23][C:24]2[CH:29]=[CH:28][CH:27]=[CH:26][CH:25]=2)(=[O:9])=[O:8])[CH:6]=[CH:5][CH:4]=[CH:3][CH:2]=1. Reported procedure: N(1-Phenylsulfonyl-2,2,2-trichloroethyl)thiophene-2-carboxamide (0.4 g, 1.003 mmol) is dissolved in tetrahydrofuran, mixed with benzylamine (0.428 g, 4.012 mmol) and stirred overnight at room temperature. The resulting precipitate was filtered off with suction and discarded, the mother liquor was concentrated in a rotary evaporator and the residue was crystallized in 15 ml of petroleum ether, filtered off with suction and dried in air. The reactants are CCc1cc(NC(=O)Oc2ccccc2)n(-c2ccccc2)n1, COc1cc2ncnc(Sc3cccc(N)c3)c2cc1OC, CS(C)=O, CCOC(C)=O. Yields the product CCc1cc(NC(=O)Nc2cccc(Sc3ncnc4cc(OC)c(OC)cc34)c2)n(-c2ccccc2)n1. Reaction SMILES: [CH2:1]([CH3:2])[c:3]1[n:4][n:5](-[c:18]2[cH:19][cH:20][cH:21][cH:22][cH:23]2)[c:6]([NH:8][C:9]([O:10][c:11]2[cH:12][cH:13][cH:14][cH:15][cH:16]2)=[O:17])[cH:7]1.[CH3:24][O:25][c:26]1[cH:27][c:28]2[c:29]([S:38][c:39]3[cH:40][c:41]([NH2:42])[cH:43][cH:44][cH:45]3)[n:30][cH:31][n:32][c:33]2[cH:34][c:35]1[O:36][CH3:37].[CH3:46][S:47]([CH3:48])=[O:49].[CH3:50][CH2:51][O:52][C:53](=[O:54])[CH3:55]>>[CH2:1]([CH3:2])[c:3]1[n:4][n:5](-[c:18]2[cH:19][cH:20][cH:21][cH:22][cH:23]2)[c:6]([NH:8][C:9](=[O:17])[NH:42][c:41]2[cH:40][c:39]([S:38][c:29]3[c:28]4[cH:27][c:26]([O:25][CH3:24])[c:35]([O:36][CH3:37])[cH:34][c:33]4[n:32][cH:31][n:30]3)[cH:45][cH:44][cH:43]2)[cH:7]1. Reactants: compound, CN(CCN1C([C@@H]([C@@H](SC2=C1C=CC=C2)C2=CC=C(C=C2)OC)O)=O)C (cis-(+)-2,3-dihydro-5-[2-(dimethylamino)ethyl]-3-hydroxy-2-(4-methoxyphenyl)-1,5-benzothiazepine-4(5H)-one), FC1=CC=C(C=C1)N=C=O (4-fluoro-phenylisocyanate). The solvent is C1=CC=CC=C1 (benzene). Run at time 7 hour. Yields the product CN(CCN1C([C@@H]([C@@H](SC2=C1C=CC=C2)C2=CC=C(C=C2)OC)OC(NC2=CC=C(C=C2)F)=O)=O)C (Cis-(+)-2,3-dihydro-5-[2-(dimethylamino)ethyl]-3-[(4-fluoro)-phenylcarbamoyloxy]-2-(4-methoxyphenyl)-1,5-benzothiazepine-4(5H)-one). As a reaction SMILES: [CH3:1][N:2]([CH3:26])[CH2:3][CH2:4][N:5]1[C:11]2[CH:12]=[CH:13][CH:14]=[CH:15][C:10]=2[S:9][C@@H:8]([C:16]2[CH:21]=[CH:20][C:19]([O:22][CH3:23])=[CH:18][CH:17]=2)[C@@H:7]([OH:24])[C:6]1=[O:25].[F:27][C:28]1[CH:33]=[CH:32][C:31]([N:34]=[C:35]=[O:36])=[CH:30][CH:29]=1>C1C=CC=CC=1>[CH3:26][N:2]([CH3:1])[CH2:3][CH2:4][N:5]1[C:11]2[CH:12]=[CH:13][CH:14]=[CH:15][C:10]=2[S:9][C@@H:8]([C:16]2[CH:17]=[CH:18][C:19]([O:22][CH3:23])=[CH:20][CH:21]=2)[C@@H:7]([O:24][C:35](=[O:36])[NH:34][C:31]2[CH:32]=[CH:33][C:28]([F:27])=[CH:29][CH:30]=2)[C:6]1=[O:25]. Procedure details: 10 Grams (0.268 mole) of the compound prepared under (A) were dissolved in 100 ml of anhydrous benzene and subsequently added with 3.02 ml (0.0269 mole) of 4-fluoro-phenylisocyanate, then the resulting solution was stirred on an oil bath at 30°-35° C. for 7 hours. After evaporating the solvent, the residue was taken up with anhydrous diethyl ether and the obtained white precipitate was recovered by filtration. The reactants are C(C1=CC=CC=C1)OC1=NC(=NC=C1[N+](=O)[O-])OC[C@H](C)NC(OC(C)(C)C)=O (tert-butyl ((2S)-1-((4-(benzyloxy)-5-nitropyrimidin-2-yl)oxy)propan-2-yl)carbamate), FC1(C(C1)COC1=CC=C(C(=O)O)C=C1)F (4-((2,2-difluorocyclopropyl)methoxy)benzoic acid). Yields the product FC1(C(C1)COC1=CC=C(C(=O)NC=2C(=NC(=NC2)OC[C@H](C)NC(OC(C)(C)C)=O)O)C=C1)F (tert-butyl ((2S)-1-((5-((4-((2,2-difluorocyclopropyl)methoxy)benzoyl)amino)-4-hydroxypyrimidin-2-yl)oxy)propan-2-yl)carbamate). As a reaction SMILES: C([O:8][C:9]1[C:14]([N+:15]([O-])=O)=[CH:13][N:12]=[C:11]([O:18][CH2:19][C@@H:20]([NH:22][C:23](=[O:29])[O:24][C:25]([CH3:28])([CH3:27])[CH3:26])[CH3:21])[N:10]=1)C1C=CC=CC=1.[F:30][C:31]1([F:45])[CH2:33][CH:32]1[CH2:34][O:35][C:36]1[CH:44]=[CH:43][C:39]([C:40](O)=[O:41])=[CH:38][CH:37]=1>>[F:30][C:31]1([F:45])[CH2:33][CH:32]1[CH2:34][O:35][C:36]1[CH:44]=[CH:43][C:39]([C:40]([NH:15][C:14]2[C:9]([OH:8])=[N:10][C:11]([O:18][CH2:19][C@@H:20]([NH:22][C:23](=[O:29])[O:24][C:25]([CH3:26])([CH3:27])[CH3:28])[CH3:21])=[N:12][CH:13]=2)=[O:41])=[CH:38][CH:37]=1. Procedure details: Using tert-butyl ((2S)-1-((4-(benzyloxy)-5-nitropyrimidin-2-yl)oxy)propan-2-yl)carbamate and 4-((2,2-difluorocyclopropyl)methoxy)benzoic acid, and in the same manner as in Step A of Example 4 and Step D of Example 83, the title compound was obtained. Starting materials: C(C)(C)(C)OC(N(C(C)C)C[C@@H]1CN(C[C@@H]1CO)CC1=CC=CC=C1)=O (((3S*,4R*)-1-benzyl-4-hydroxymethyl-pyrrolidin-3-ylmethyl)-isopropyl-carbamic acid tert-butyl ester), COCCCOC=1C=C(C(=O)O)C=CC1OC (3-(3-methoxy-propoxy)-4-methoxy-benzoic acid), [N+](=O)([O-])C1=C(C=CC=C1)S(=O)(=O)NCCC1=CC=CC=C1 (2-nitro-N-phenethyl-benzenesulfonamide), C(CC)(=O)Cl (propionyl chloride). Run in O (H2O), CC#N (CH3CN), CC#N (CH3CN), CC#N.O (CH3CN H2O). Yields the product C(C)(C)N(C(C1=CC(=C(C=C1)OC)OCCCOC)=O)C[C@H]1CNC[C@H]1CN(C(CC)=O)CCC1=CC=CC=C1 (N-Isopropyl-4-methoxy-3-(3-methoxy-propoxy)-N-{(3R,4S)4-[(phenethyl-propionyl-amino)-methyl]-pyrrolidin-3-ylmethyl}-benzamide). RXN SMILES: C(OC(=O)[N:7]([CH2:11][C@H:12]1[C@@H:16]([CH2:17]O)[CH2:15][N:14](CC2C=CC=CC=2)[CH2:13]1)[CH:8]([CH3:10])[CH3:9])(C)(C)C.[N+](C1C=CC=CC=1S([NH:39][CH2:40][CH2:41][C:42]1[CH:47]=[CH:46][CH:45]=[CH:44][CH:43]=1)(=O)=O)([O-])=O.[C:48](Cl)(=[O:51])[CH2:49][CH3:50].[CH3:53][O:54][CH2:55][CH2:56][CH2:57][O:58][C:59]1[CH:60]=[C:61]([CH:65]=[CH:66][C:67]=1[O:68][CH3:69])[C:62]([OH:64])=O>O.CC#N.CC#N.O>[CH:8]([N:7]([CH2:11][C@@H:12]1[C@H:16]([CH2:17][N:39]([CH2:40][CH2:41][C:42]2[CH:43]=[CH:44][CH:45]=[CH:46][CH:47]=2)[C:48](=[O:51])[CH2:49][CH3:50])[CH2:15][NH:14][CH2:13]1)[C:62](=[O:64])[C:61]1[CH:65]=[CH:66][C:67]([O:68][CH3:69])=[C:59]([O:58][CH2:57][CH2:56][CH2:55][O:54][CH3:53])[CH:60]=1)([CH3:9])[CH3:10] |f:6.7|. Procedure details: The title compound is prepared analogously as described in Example 361 using ((3S*,4R*)-1-benzyl-4-hydroxymethyl-pyrrolidin-3-ylmethyl)-isopropyl-carbamic acid tert-butyl ester and 2-nitro-N-phenethyl-benzenesulfonamide in step F, then propionyl chloride as the acylating agent in step H and 3-(3-methoxy-propoxy)-4-methoxy-benzoic acid as acylating agent in step J. MS (LC-MS): 554.4 [M+H]+; tR (HPLC, Nucleosil C18 column, 10-100% CH3CN/H2O/5 min, 100% CH3CN/3 min, CH3CN and H2O containing 0.1% TF... Starting materials: CN1C(=C(C2=CC(=CC=C12)OC1=CC(=NC=C1)N)Cl)C(=O)N (N1-Methyl-5-(2-amino-4-pyridyl)oxy-3-chloro-1H-indolecarboxamide), CN(C=O)C (N,N-dimethylformamide), C(O)([O-])=O.[Na+] (sodium hydrogencarbonate), [Cl-].[Na+] (sodium chloride), ClC(=O)OC1=CC=CC=C1 (phenyl chloroformate). Run in N1=CC=CC=C1 (pyridine), C(C)N(CC)CC (triethylamine). Conditions: time 20 minute. Product: ClC1=CN(C2=CC=C(C=C12)OC1=CC(=NC=C1)NC(OC1=CC=CC=C1)=O)C(=O)NC (Phenyl N-(4-(3-chloro-1-(methylamino)carbonyl-1H-5-indolyl)oxy-2-pyridyl)carbamate). Reaction SMILES: [CH3:1][N:2]1[C:10]2[C:5](=[CH:6][C:7]([O:11][C:12]3[CH:17]=[CH:16][N:15]=[C:14]([NH2:18])[CH:13]=3)=[CH:8][CH:9]=2)[C:4]([Cl:19])=[C:3]1C(N)=O.[Cl-].[Na+].Cl[C:26]([O:28][C:29]1[CH:34]=[CH:33][CH:32]=[CH:31][CH:30]=1)=[O:27].C(=O)([O-])[OH:36].[Na+].[CH3:40][N:41](C)C=O>N1C=CC=CC=1.C(N(CC)CC)C>[Cl:19][C:4]1[C:5]2[C:10](=[CH:9][CH:8]=[C:7]([O:11][C:12]3[CH:17]=[CH:16][N:15]=[C:14]([NH:18][C:26](=[O:27])[O:28][C:29]4[CH:34]=[CH:33][CH:32]=[CH:31][CH:30]=4)[CH:13]=3)[CH:6]=2)[N:2]([C:1]([NH:41][CH3:40])=[O:36])[CH:3]=1 |f:1.2,4.5|. Reported procedure: While a mixture of N1-methyl-5-(2-amino-4-pyridyl)oxy-3-chloro-1H-1-indolecarboxamide (850 mg, Production example 102-1), triethylamine (0.37 ml), pyridine (320 mg) and N,N-dimethylformamide (10 ml) was cooled with ice and sodium chloride, phenyl chloroformate (630 mg) was added dropwise to the mixture. Aqueous solution of sodium hydrogencarbonate was added thereto after stirring for 20 minutes; extraction was performed with ethyl acetate; and purification was performed by silica gel column chro...